From a dataset of the Open Reaction Database (ORD), a public repository of structured organic reaction records. describe an organic reaction: reactants, conditions, products, and yield The reactants are CO, CCOC(=O)C1(C(=O)c2ccc(Cl)cc2Cl)CCCC1, [H][H], O. Yields the product CCOC(=O)C1(C(O)c2ccc(Cl)cc2Cl)CCCC1. RXN SMILES: [CH3:24][OH:25].[Cl:1][c:2]1[c:3]([C:4](=[O:5])[C:6]2([C:11](=[O:12])[O:13][CH2:14][CH3:15])[CH2:7][CH2:8][CH2:9][CH2:10]2)[cH:16][cH:17][c:18]([Cl:20])[cH:19]1.[H:21][H:22].[OH2:23]>>[Cl:1][c:2]1[c:3]([CH:4]([OH:5])[C:6]2([C:11](=[O:12])[O:13][CH2:14][CH3:15])[CH2:7][CH2:8][CH2:9][CH2:10]2)[cH:16][cH:17][c:18]([Cl:20])[cH:19]1.